Dataset: the Open Reaction Database (ORD), a public repository of structured organic reaction records. Task: describe an organic reaction: reactants, conditions, products, and yield Starting materials: COCC(C)NC(=O)C=1C=C(C=C(C1)I)C1=CC=C(C=C1)C (5-iodo-4′-methyl-biphenyl-3-carboxylic acid (2-methoxy-1-methyl-ethyl)-amide), [Li+].[Cl-] (LiCl), CCN(C(C)C)C(C)C (DIPEA), C(C)(=O)OC(C)=O (acetic anhydride). The reagents and catalysts are C=1C=CC(=CC1)/C=C/C(=O)/C=C/C2=CC=CC=C2.C=1C=CC(=CC1)/C=C/C(=O)/C=C/C2=CC=CC=C2.C=1C=CC(=CC1)/C=C/C(=O)/C=C/C2=CC=CC=C2.[Pd].[Pd] (Pd2(dba)3). Solvent: CN(C)C=O (DMF), CCOC(=O)C (EtOAc). Run at temperature 150 celsius. The product is COCC(C)NC(=O)C=1C=C(C=C(C1)C(C)=O)C1=CC=C(C=C1)C (5-acetyl-4′-methyl-biphenyl-3-carboxylic acid (2-methoxy-1-methyl-ethyl)-amide). The yield is 75.0%. As a reaction SMILES: [CH3:1][O:2][CH2:3][CH:4]([NH:6][C:7]([C:9]1[CH:10]=[C:11]([C:16]2[CH:21]=[CH:20][C:19]([CH3:22])=[CH:18][CH:17]=2)[CH:12]=[C:13](I)[CH:14]=1)=[O:8])[CH3:5].[Li+].[Cl-].CCN(C(C)C)C(C)C.[C:34](OC(=O)C)(=[O:36])[CH3:35]>CN(C=O)C.CCOC(C)=O.C1C=CC(/C=C/C(/C=C/C2C=CC=CC=2)=O)=CC=1.C1C=CC(/C=C/C(/C=C/C2C=CC=CC=2)=O)=CC=1.C1C=CC(/C=C/C(/C=C/C2C=CC=CC=2)=O)=CC=1.[Pd].[Pd]>[CH3:1][O:2][CH2:3][CH:4]([NH:6][C:7]([C:9]1[CH:10]=[C:11]([C:16]2[CH:21]=[CH:20][C:19]([CH3:22])=[CH:18][CH:17]=2)[CH:12]=[C:13]([C:34](=[O:36])[CH3:35])[CH:14]=1)=[O:8])[CH3:5] |f:1.2,7.8.9.10.11|. Reported procedure: To a stirred, room temperature solution of 5-iodo-4′-methyl-biphenyl-3-carboxylic acid (2-methoxy-1-methyl-ethyl)-amide (1.0 g, 2.4 mmol)) in 3 ml anhydrous DMF were added LiCl (520 mg, 5 eq), Pd2(dba)3 (18.34 mg, 1.3% eq), DIPEA (0.8545 ml, 2 eq) and acetic anhydride (1.1636 ml, 5 eq). The reaction mixture was heated by microwave irradiation to 150° C. for 1 hour, then cooled and diluted with EtOAc. The combined organic layers were washed with water, brine, dried (Na2SO4), filtered, and concent... The reactants are COc1ccc(C2CCC(C(=O)O)N2C(=O)OC(C)(C)C)cc1OC, CCN(C(C)C)C(C)C, COc1cc(N)ccc1Cl, ClCCl. Product: COc1cc(NC(=O)C2CCC(c3ccc(OC)c(OC)c3)N2C(=O)OC(C)(C)C)ccc1Cl. As a reaction SMILES: [C:1]([CH3:2])([CH3:3])([CH3:4])[O:5][C:6](=[O:7])[N:8]1[CH:9]([C:23](=[O:24])[OH:25])[CH2:10][CH2:11][CH:12]1[c:13]1[cH:14][c:15]([O:21][CH3:22])[c:16]([O:19][CH3:20])[cH:17][cH:18]1.[CH:36]([N:37]([CH2:38][CH3:39])[CH:40]([CH3:41])[CH3:42])([CH3:43])[CH3:44].[Cl:26][c:27]1[c:28]([O:34][CH3:35])[cH:29][c:30]([NH2:31])[cH:32][cH:33]1.[Cl:45][CH2:46][Cl:47]>>[C:1]([CH3:2])([CH3:3])([CH3:4])[O:5][C:6](=[O:7])[N:8]1[CH:9]([C:23](=[O:24])[NH:31][c:30]2[cH:29][c:28]([O:34][CH3:35])[c:27]([Cl:26])[cH:33][cH:32]2)[CH2:10][CH2:11][CH:12]1[c:13]1[cH:14][c:15]([O:21][CH3:22])[c:16]([O:19][CH3:20])[cH:17][cH:18]1. The reactants are COC1=CC=C(C2=C(C=CC(=C12)Br)OC)Br (1,5-Dimethoxy-4,8-dibromonaphthalene), C(CCC)[Sn](C=1SC=CC1)(CCCC)CCCC (2-(tributylstannyl)thiophene), resultant mixture. Reagents/catalysts: C=1C=CC(=CC1)[P](C=2C=CC=CC2)(C=3C=CC=CC3)[Pd]([P](C=4C=CC=CC4)(C=5C=CC=CC5)C=6C=CC=CC6)([P](C=7C=CC=CC7)(C=8C=CC=CC8)C=9C=CC=CC9)[P](C=1C=CC=CC1)(C=1C=CC=CC1)C=1C=CC=CC1 (Pd(PPh3)4). Run in petroleum ether, C1(=CC=CC=C1)C (toluene). Yields the product COC1=CC=C(C2=C(C=CC(=C12)C=1SC=CC1)OC)C=1SC=CC1 (1,5-Dimethoxy-4,8-bis(2-thienyl)naphthalene). The yield is 81.0%. Reaction SMILES: [CH3:1][O:2][C:3]1[C:12]2[C:7](=[C:8]([O:14][CH3:15])[CH:9]=[CH:10][C:11]=2Br)[C:6](Br)=[CH:5][CH:4]=1.C([Sn](CCCC)(CCCC)[C:22]1[S:23][CH:24]=[CH:25][CH:26]=1)CCC>C1(C)C=CC=CC=1.C1C=CC([P]([Pd]([P](C2C=CC=CC=2)(C2C=CC=CC=2)C2C=CC=CC=2)([P](C2C=CC=CC=2)(C2C=CC=CC=2)C2C=CC=CC=2)[P](C2C=CC=CC=2)(C2C=CC=CC=2)C2C=CC=CC=2)(C2C=CC=CC=2)C2C=CC=CC=2)=CC=1>[CH3:1][O:2][C:3]1[C:12]2[C:7](=[C:8]([O:14][CH3:15])[CH:9]=[CH:10][C:11]=2[C:22]2[S:23][CH:24]=[CH:25][CH:26]=2)[C:6]([C:24]2[S:23][CH:22]=[CH:26][CH:25]=2)=[CH:5][CH:4]=1 |^1:45,47,66,85|. Reported procedure: 1,5-Dimethoxy-4,8-dibromonaphthalene (1.19 g., 0.0034 mol.) and 2-(tributylstannyl)thiophene (3.85 g., 0.0103 mol.) were dissolved in 100 mL dry toluene in argon atmosphere. Pd(PPh3)4 (100 mg.) was introduced into the reaction flask using a Schlenk tube under argon. The resultant mixture was subsequently refluxed for 18 hrs. The brownish black solution was cooled and poured into 300 mL of petroleum ether to afford crude yellow solid. Upon recrystallization from CH2Cl2:petroleum ether (1:5), the ...